This data is from the Open Reaction Database (ORD), a public repository of structured organic reaction records. The task is: describe an organic reaction: reactants, conditions, products, and yield Starting materials: O[C@H](C)[C@@H]1[C@H]2N(C(=C([C@@H]2C)P(=O)(C2=CC=CC=C2)C2=CC=CC=C2)C(=O)OCC2=CC=C(C=C2)[N+](=O)[O-])C1=O (4-nitrobenzyl (1R,5R,6S)-6-[(1R)-1-hydroxyethyl]-1-methyl-2-diphenylphosphoryl-1-carbapen-2-em-3-carboxylate), OC(CC(=O)N[C@@H]1CN(CC1)C(=O)[C@H]1N(C[C@H](C1)S)C(=O)OCC1=CC=C(C=C1)[N+](=O)[O-])CNC(=O)OCC1=CC=C(C=C1)[N+](=O)[O-] ((2S,4S)-2-[(3S)-3-[3-hydroxy-4-(4-nitrobenzyloxycarbonyl)aminobutanoylamino]pyrrolidin-1-ylcarbonyl]-4-mercapto-1-(4-nitrobenzyloxycarbonyl)pyrrolidine). Yields the product O[C@H](C)[C@@H]1[C@@H]2N(C(=C([C@@H]2C)S[C@H]2C[C@H](N(C2)C(=O)OCC2=CC=C(C=C2)[N+](=O)[O-])C(=O)N2C[C@H](CC2)NC(CC(CNC(=O)OCC2=CC=C(C=C2)[N+](=O)[O-])O)=O)C(=O)OCC2=CC=C(C=C2)[N+](=O)[O-])C1=O (4-nitrobenzyl (1R,5S,6S)-6-[(1R)-1-hydroxyethyl]-2-[(2S,4S)-2-[(3S)-3-[3-hydroxy-4-(4-nitrobenzyloxycarbonyl)aminobutanoylamino]pyrrolidin-1-ylcarbonyl]-1-(4-nitrobenzyloxycarbonyl)pyrrolidin-4-ylthio]-1-methyl-1-carbapen-2-em-3-carboxylate). The yield is 83.4%. RXN SMILES: [OH:1][C@@H:2]([C@H:4]1[C:38](=[O:39])[N:6]2[C:7]([C:25]([O:27][CH2:28][C:29]3[CH:34]=[CH:33][C:32]([N+:35]([O-:37])=[O:36])=[CH:31][CH:30]=3)=[O:26])=[C:8](P(C3C=CC=CC=3)(C3C=CC=CC=3)=O)[C@H:9]([CH3:10])[C@@H:5]12)[CH3:3].[OH:40][CH:41]([CH2:72][NH:73][C:74]([O:76][CH2:77][C:78]1[CH:83]=[CH:82][C:81]([N+:84]([O-:86])=[O:85])=[CH:80][CH:79]=1)=[O:75])[CH2:42][C:43]([NH:45][C@H:46]1[CH2:50][CH2:49][N:48]([C:51]([C@@H:53]2[CH2:57][C@H:56]([SH:58])[CH2:55][N:54]2[C:59]([O:61][CH2:62][C:63]2[CH:68]=[CH:67][C:66]([N+:69]([O-:71])=[O:70])=[CH:65][CH:64]=2)=[O:60])=[O:52])[CH2:47]1)=[O:44]>>[OH:1][C@@H:2]([C@H:4]1[C:38](=[O:39])[N:6]2[C:7]([C:25]([O:27][CH2:28][C:29]3[CH:30]=[CH:31][C:32]([N+:35]([O-:37])=[O:36])=[CH:33][CH:34]=3)=[O:26])=[C:8]([S:58][C@@H:56]3[CH2:55][N:54]([C:59]([O:61][CH2:62][C:63]4[CH:64]=[CH:65][C:66]([N+:69]([O-:71])=[O:70])=[CH:67][CH:68]=4)=[O:60])[C@H:53]([C:51]([N:48]4[CH2:49][CH2:50][C@H:46]([NH:45][C:43](=[O:44])[CH2:42][CH:41]([OH:40])[CH2:72][NH:73][C:74]([O:76][CH2:77][C:78]5[CH:79]=[CH:80][C:81]([N+:84]([O-:86])=[O:85])=[CH:82][CH:83]=5)=[O:75])[CH2:47]4)=[O:52])[CH2:57]3)[C@H:9]([CH3:10])[C@H:5]12)[CH3:3]. Procedure: By using 4-nitrobenzyl (1R,5R,6S)-6-[(1R)-1-hydroxyethyl]-1-methyl-2-diphenylphosphoryl-1-carbapen-2-em-3-carboxylate (1.78 g) and (2S,4S)-2-[(3S)-3-[3-hydroxy-4-(4-nitrobenzyloxycarbonyl)aminobutanoylamino]pyrrolidin-1-ylcarbonyl]-4-mercapto-1-(4-nitrobenzyloxycarbonyl)pyrrolidine (2.0 g), reaction and purification were carried out in a similar manner to that described in Example 1-(1), whereby 4-nitrobenzyl (1R,5S,6S)-6-[(1R)-1-hydroxyethyl]-2-[(2S,4S)-2-[(3S)-3-[3-hydroxy-4-(4-nitrobenzyloxyc... Reactants: C(CCC)C1(CSC2=C(CN1)C=CC=C2)CC ((±)-3-Butyl-3-ethyl-2,3,4,5-tetrahydro-1,4-benzothiazepine), [K] (potassium). Run in C(C)(C)(C)O (tert-butyl alcohol), O (water). Product: C(CCC)C1(CSC2=C(C=N1)C=CC=C2)CC ((±)-3-Butyl-3-ethyl-2,3-dihydro-1,4-benzothiazepine). The yield is 99.1%. Reaction SMILES: [CH2:1]([C:5]1([CH2:16][CH3:17])[NH:11][CH2:10][C:9]2[CH:12]=[CH:13][CH:14]=[CH:15][C:8]=2[S:7][CH2:6]1)[CH2:2][CH2:3][CH3:4].[K]>C(O)(C)(C)C.O>[CH2:1]([C:5]1([CH2:16][CH3:17])[N:11]=[CH:10][C:9]2[CH:12]=[CH:13][CH:14]=[CH:15][C:8]=2[S:7][CH2:6]1)[CH2:2][CH2:3][CH3:4] |^1:17|. Procedure: To a solution of the product from step (b) (6.0 g) in tert-butyl alcohol (180 ml) was added a solution of potassium permangante (5.7 g) in water (90 ml). The mixture was heated to reflux for 10 minutes, cooled to room temperature, and filtered through celite. Solvent was evaporated to provide the title compound (5.9 g) as a colorless oil. 1H NMR consistent with the proposed structure.